Dataset: the Open Reaction Database (ORD), a public repository of structured organic reaction records. Task: describe an organic reaction: reactants, conditions, products, and yield The reactants are O=C(O)c1cc2cc(Cl)ccc2nc1NC(Cc1ccccc1)C(=O)O, NC(Cc1ccccc1)C(=O)O. Yields the product NC(Cc1ccccc1)C(=O)O. Reaction SMILES: [C:1](=[O:2])([OH:3])[CH:4]([CH2:5][c:6]1[cH:7][cH:8][cH:9][cH:10][cH:11]1)[NH:12][c:13]1[c:14]([C:15]([OH:16])=[O:17])[cH:18][c:19]2[c:20]([cH:21][cH:22][c:23]([Cl:24])[cH:25]2)[n:26]1.[NH2:27][CH:28]([C:29](=[O:30])[OH:31])[CH2:32][c:33]1[cH:34][cH:35][cH:36][cH:37][cH:38]1>>[C:1](=[O:2])([OH:3])[CH:4]([CH2:5][c:6]1[cH:7][cH:8][cH:9][cH:10][cH:11]1)[NH2:12]. Starting materials: ClC=1C=C(C=NC1OC=1C=NC2=CC=CC=C2C1)N (5-chloro-6-(quinolin-3-yloxy)pyridin-3-amine), COC1=C(C=CC(=C1)OC)S(=O)(=O)Cl (2,4-dimethoxybenzene-1-sulfonyl chloride). The product is ClC=1C=C(C=NC1OC=1C=NC2=CC=CC=C2C1)NS(=O)(=O)C1=C(C=C(C=C1)OC)OC (N-(5-Chloro-6-(quinolin-3-yloxy)pyridin-3-yl)-2,4-dimethoxybenzenesulfonamide). RXN SMILES: [Cl:1][C:2]1[CH:3]=[C:4]([NH2:19])[CH:5]=[N:6][C:7]=1[O:8][C:9]1[CH:10]=[N:11][C:12]2[C:17]([CH:18]=1)=[CH:16][CH:15]=[CH:14][CH:13]=2.[CH3:20][O:21][C:22]1[CH:27]=[C:26]([O:28][CH3:29])[CH:25]=[CH:24][C:23]=1[S:30](Cl)(=[O:32])=[O:31]>>[Cl:1][C:2]1[CH:3]=[C:4]([NH:19][S:30]([C:23]2[CH:24]=[CH:25][C:26]([O:28][CH3:29])=[CH:27][C:22]=2[O:21][CH3:20])(=[O:32])=[O:31])[CH:5]=[N:6][C:7]=1[O:8][C:9]1[CH:10]=[N:11][C:12]2[C:17]([CH:18]=1)=[CH:16][CH:15]=[CH:14][CH:13]=2. Procedure details: The title compound was prepared by reacting 5-chloro-6-(quinolin-3-yloxy)pyridin-3-amine (obtained as per procedure described in preparation 1) and 2,4-dimethoxybenzene-1-sulfonyl chloride.